This data is from the Open Reaction Database (ORD), a public repository of structured organic reaction records. The task is: describe an organic reaction: reactants, conditions, products, and yield Reactants: CCO, C[SH]=c1[nH]ccc(=O)[nH]1, NCCCN(Cc1cccc(Cl)c1)c1ccccn1, O. Product: O=c1ccnc(NCCCN(Cc2cccc(Cl)c2)c2ccccn2)[nH]1. RXN SMILES: [CH2:30]([OH:31])[CH3:32].[CH3:20][SH:21]=[c:22]1[nH:23][cH:24][cH:25][c:26](=[O:28])[nH:27]1.[NH2:1][CH2:2][CH2:3][CH2:4][N:5]([CH2:6][c:7]1[cH:8][c:9]([Cl:13])[cH:10][cH:11][cH:12]1)[c:14]1[n:15][cH:16][cH:17][cH:18][cH:19]1.[OH2:29]>>[NH:1]([CH2:2][CH2:3][CH2:4][N:5]([CH2:6][c:7]1[cH:8][c:9]([Cl:13])[cH:10][cH:11][cH:12]1)[c:14]1[n:15][cH:16][cH:17][cH:18][cH:19]1)[c:22]1[n:23][cH:24][cH:25][c:26](=[O:28])[nH:27]1.